This data is from the Open Reaction Database (ORD), a public repository of structured organic reaction records. The task is: describe an organic reaction: reactants, conditions, products, and yield The solvent is O (water). The yield is 64.4%. Conditions: time 30 minute. Reactants: BrC=1C=CC2=C(C=C(CCS2(=O)=O)C(=O)NC2=CC=C(C=C2)CN(C2CCOCC2)C)C1 (7-bromo-N-[4-[[N-methyl-N-(tetrahydropyran-4-yl)amino]methyl]phenyl]-1,1-dioxo-2,3-dihydro-1-benzothiepine-4-carboxamide), C1(=CC=CC=C1)C.C(C)O.O (toluene ethanol water), B(OC1=C(C=CC=C1)OCCOCCC)([O-])[O-] (2-(propoxyethoxy)phenyl borate), C([O-])([O-])=O.[K+].[K+] (potassium carbonate). Yields the product CN(C1CCOCC1)CC1=CC=C(C=C1)NC(=O)C=1CCS(C2=C(C1)C=C(C=C2)C2=C(C=CC=C2)OCCOCCC)(=O)=O (N-[4-[[N-methyl-N-(tetrahydropyran-4-yl)amino]methyl]phenyl]-7-[2-(2-propoxyethoxy)phenyl]-1,1-dioxo-2,3-dihydro-1-benzothiepine-4-carboxamide). Reagents/catalysts: C=1C=CC(=CC1)[P](C=2C=CC=CC2)(C=3C=CC=CC3)[Pd]([P](C=4C=CC=CC4)(C=5C=CC=CC5)C=6C=CC=CC6)([P](C=7C=CC=CC7)(C=8C=CC=CC8)C=9C=CC=CC9)[P](C=1C=CC=CC1)(C=1C=CC=CC1)C=1C=CC=CC1 (tetrakistriphenylphosphinepalladium). Procedure: To 7-bromo-N-[4-[[N-methyl-N-(tetrahydropyran-4-yl)amino]methyl]phenyl]-1,1-dioxo-2,3-dihydro-1-benzothiepine-4-carboxamide (300 mg) was added toluene/ethanol/water (20/1/1, 13.9 ml) and then were added 2-(propoxyethoxy)phenyl borate (155 mg) and potassium carbonate (176 mg), and the mixture was stirred at room temperature for 30 minutes. To the mixture was added tetrakistriphenylphosphinepalladium (27 mg), and the mixture was refluxed for 12 hours and cooled to room temperature. The mixture was... As a reaction SMILES: Br[C:2]1[CH:3]=[CH:4][C:5]2[S:11](=[O:13])(=[O:12])[CH2:10][CH2:9][C:8]([C:14]([NH:16][C:17]3[CH:22]=[CH:21][C:20]([CH2:23][N:24]([CH3:31])[CH:25]4[CH2:30][CH2:29][O:28][CH2:27][CH2:26]4)=[CH:19][CH:18]=3)=[O:15])=[CH:7][C:6]=2[CH:32]=1.C1(C)C=CC=CC=1.C(O)C.O.B([O-])([O-])O[C:46]1[CH:51]=[CH:50][CH:49]=[CH:48][C:47]=1[O:52][CH2:53][CH2:54][O:55][CH2:56][CH2:57][CH3:58].C(=O)([O-])[O-].[K+].[K+]>C1C=CC([P]([Pd]([P](C2C=CC=CC=2)(C2C=CC=CC=2)C2C=CC=CC=2)([P](C2C=CC=CC=2)(C2C=CC=CC=2)C2C=CC=CC=2)[P](C2C=CC=CC=2)(C2C=CC=CC=2)C2C=CC=CC=2)(C2C=CC=CC=2)C2C=CC=CC=2)=CC=1.O>[CH3:31][N:24]([CH2:23][C:20]1[CH:21]=[CH:22][C:17]([NH:16][C:14]([C:8]2[CH2:9][CH2:10][S:11](=[O:13])(=[O:12])[C:5]3[CH:4]=[CH:3][C:2]([C:46]4[CH:51]=[CH:50][CH:49]=[CH:48][C:47]=4[O:52][CH2:53][CH2:54][O:55][CH2:56][CH2:57][CH3:58])=[CH:32][C:6]=3[CH:7]=2)=[O:15])=[CH:18][CH:19]=1)[CH:25]1[CH2:30][CH2:29][O:28][CH2:27][CH2:26]1 |f:1.2.3,5.6.7,^1:70,72,91,110|. Starting materials: NaCHO3, NCCCCN1CCN(CC1)C(C1=CC=CC=C1)C1=CC=CC=C1 (1-(4-aminobutyl)-4-diphenylmethylpiperazine), COC1OC(CC1)OC (2.5-dimethoxytetrahydrofurane), ice water. Solvent: C(C)(=O)O (acetic acid). Product: C1(=CC=CC=C1)C(N1CCN(CC1)CCCCN1C=CC=C1)C1=CC=CC=C1 (1-[4-(4-Diphenylmethyl-1-piperazinyl)butyl]pyrrole). The yield is 64.2%. RXN SMILES: [NH2:1][CH2:2][CH2:3][CH2:4][CH2:5][N:6]1[CH2:11][CH2:10][N:9]([CH:12]([C:19]2[CH:24]=[CH:23][CH:22]=[CH:21][CH:20]=2)[C:13]2[CH:18]=[CH:17][CH:16]=[CH:15][CH:14]=2)[CH2:8][CH2:7]1.CO[CH:27]1[CH2:31][CH2:30][CH:29](OC)O1>C(O)(=O)C>[C:13]1([CH:12]([C:19]2[CH:24]=[CH:23][CH:22]=[CH:21][CH:20]=2)[N:9]2[CH2:10][CH2:11][N:6]([CH2:5][CH2:4][CH2:3][CH2:2][N:1]3[CH:27]=[CH:31][CH:30]=[CH:29]3)[CH2:7][CH2:8]2)[CH:14]=[CH:15][CH:16]=[CH:17][CH:18]=1. Procedure details: Under reflux, for 20 minutes is heated a solution of 1.28 g (3.96 mmoles) of 1-(4-aminobutyl)-4-diphenylmethylpiperazine and 0.77 g (5.8 mmoles) of 2.5-dimethoxytetrahydrofurane in 25 ml of acetic acid. It is cooled, it is poured over ice water, neutralized with NaCHO3 and extracted with chloroform. It is dried with Na2SO4, and evaporated under vacuum to dryness. 1.7 g of crude oil is obtained which is purified on a silica chromatographic column (eluant: ethyl acetate). 0.95 g of 1-[4-(4-Dipheny...